The task is: describe an organic reaction: reactants, conditions, products, and yield. This data is from the Open Reaction Database (ORD), a public repository of structured organic reaction records. Reactants: C1(CCCCC1)P(C1=C(C=CC=C1)C1=C(C=C(C=C1C(C)C)C(C)C)C(C)C)C1CCCCC1 (2-dicyclohexylphosphino-2′,4′,6′-triisopropylbiphenyl), NC1=C(C(=O)OC(C)(C)C)C=CC(=C1)CCC1=CC=CC=C1 (tert-butyl 2-amino-4-phenethylbenzoate), IC1=CC2=C(C=C1)OCO2 (1-iodo-3,4-methylenedioxybenzene), C1(CCCCC1)P(C1=C(C=CC=C1)C1=C(C=C(C=C1C(C)C)C(C)C)C(C)C)C1CCCCC1 (2-dicyclohexylphosphino-2′,4′,6′-triisopropylbiphenyl), C(CC(O)(C(=O)O)CC(=O)O)(=O)O (citric acid). The reagents and catalysts are C=1C=CC(=CC1)/C=C/C(=O)/C=C/C2=CC=CC=C2.C=1C=CC(=CC1)/C=C/C(=O)/C=C/C2=CC=CC=C2.C=1C=CC(=CC1)/C=C/C(=O)/C=C/C2=CC=CC=C2.[Pd].[Pd] (tris(dibenzylideneacetone)dipalladium(0)), C=1C=CC(=CC1)/C=C/C(=O)/C=C/C2=CC=CC=C2.C=1C=CC(=CC1)/C=C/C(=O)/C=C/C2=CC=CC=C2.C=1C=CC(=CC1)/C=C/C(=O)/C=C/C2=CC=CC=C2.[Pd].[Pd] (tris(dibenzylideneacetone)dipalladium(0)). Run in C1(=CC=CC=C1)C (toluene), C(C)(=O)OCC (ethyl acetate). Reaction conditions: temperature 110 celsius, time 24 hour. The product is O1COC2=C1C=CC(=C2)NC2=C(C(=O)OC(C)(C)C)C=CC(=C2)CCC2=CC=CC=C2 (tert-butyl 2-((benzo-1,3-dioxol-5-yl)amino)-4-phenethylbenzoate). As a reaction SMILES: [NH2:1][C:2]1[CH:14]=[C:13]([CH2:15][CH2:16][C:17]2[CH:22]=[CH:21][CH:20]=[CH:19][CH:18]=2)[CH:12]=[CH:11][C:3]=1[C:4]([O:6][C:7]([CH3:10])([CH3:9])[CH3:8])=[O:5].I[C:24]1[CH:29]=[CH:28][C:27]2[O:30][CH2:31][O:32][C:26]=2[CH:25]=1.C1(P(C2CCCCC2)C2C=CC=CC=2C2C(C(C)C)=CC(C(C)C)=CC=2C(C)C)CCCCC1.C(O)(=O)CC(CC(O)=O)(C(O)=O)O>C1C=CC(/C=C/C(/C=C/C2C=CC=CC=2)=O)=CC=1.C1C=CC(/C=C/C(/C=C/C2C=CC=CC=2)=O)=CC=1.C1C=CC(/C=C/C(/C=C/C2C=CC=CC=2)=O)=CC=1.[Pd].[Pd].C(OCC)(=O)C.C1(C)C=CC=CC=1>[O:30]1[C:27]2[CH:28]=[CH:29][C:24]([NH:1][C:2]3[CH:14]=[C:13]([CH2:15][CH2:16][C:17]4[CH:18]=[CH:19][CH:20]=[CH:21][CH:22]=4)[CH:12]=[CH:11][C:3]=3[C:4]([O:6][C:7]([CH3:10])([CH3:9])[CH3:8])=[O:5])=[CH:25][C:26]=2[O:32][CH2:31]1 |f:4.5.6.7.8|. Reported procedure: To toluene 3.0 mL solution of tert-butyl 2-amino-4-phenethylbenzoate 0.10 g were added 1-iodo-3,4-methylenedioxybenzene 0.14 g,cesium carbonate 0.22 g, tris(dibenzylideneacetone)dipalladium(0) 3 mg and 2-dicyclohexylphosphino-2′,4′,6′-triisopropylbiphenyl 8 mg,and it was stirred at 110° C. for 24 hours. After the reaction mixture was cooled to room temperature, tris(dibenzylideneacetone)dipalladium(0) 3 mg and 2-dicyclohexylphosphino-2′,4′,6′-triisopropylbiphenyl 8 mg were added to it, and it wa...